This data is from the Open Reaction Database (ORD), a public repository of structured organic reaction records. The task is: describe an organic reaction: reactants, conditions, products, and yield Starting materials: [Li]CCCC (BuLi), hexanes, FC1=NC=C(C=C1)OC (2-fluoro-5-methoxypyridine), C(=O)=O (dry ice), O (water). The solvent is C1CCOC1 (THF), C1CCOC1 (THF). Reaction conditions: temperature -70 celsius, time 1.5 hour. The product is FC1=C(C(=O)O)C=C(C=N1)OC (2-fluoro-5-methoxynicotinic acid). RXN SMILES: [Li]CCCC.[F:6][C:7]1[CH:12]=[CH:11][C:10]([O:13][CH3:14])=[CH:9][N:8]=1.[C:15](=[O:17])=[O:16].O>C1COCC1>[F:6][C:7]1[N:8]=[CH:9][C:10]([O:13][CH3:14])=[CH:11][C:12]=1[C:15]([OH:17])=[O:16]. Procedure details: To a solution of DIPA (54.0 mL, 385 mmol) in THF (1101 mL, 385 mmol) at −60° C. was added BuLi, 2.5 M in hexanes (154 mL, 385 mmol) over 5 minutes such that the internal temperature was maintained below −60° C. After stirring for 45 minutes at −65° C. a solution of 2-fluoro-5-methoxypyridine (49 g, 385 mmol) in 200 mL of THF was added over the course of 2 minutes maintaining an internal temperature <−65° C. The reaction was stirred at −70° C. for 1.5 hours then reaction was poured into a 3 L fla... The reactants are BrC1=C(C=CC=C1)C(CCCCN1CCC(CC1)C=1C=C(C=CC1)NC(C(C)C)=O)=O (N-(3-{1-[5-(2-bromophenyl)-5-oxopentyl]-4-piperidinyl}phenyl)-2-methylpropanamide), CN(N)C1=CC=CC=C1 (1-methyl-1-phenylhydrazine). RXN SMILES: [Br:1][C:2]1[CH:7]=[CH:6][CH:5]=[CH:4][C:3]=1[C:8](=O)[CH2:9][CH2:10][CH2:11][CH2:12][N:13]1[CH2:18][CH2:17][CH:16]([C:19]2[CH:20]=[C:21]([NH:25][C:26](=[O:30])[CH:27]([CH3:29])[CH3:28])[CH:22]=[CH:23][CH:24]=2)[CH2:15][CH2:14]1.[CH3:32][N:33]([C:35]1[CH:40]=[CH:39][CH:38]=[CH:37][CH:36]=1)N>>[Br:1][C:2]1[CH:7]=[CH:6][CH:5]=[CH:4][C:3]=1[C:8]1[N:33]([CH3:32])[C:35]2[C:40]([C:9]=1[CH2:10][CH2:11][CH2:12][N:13]1[CH2:18][CH2:17][CH:16]([C:19]3[CH:20]=[C:21]([NH:25][C:26](=[O:30])[CH:27]([CH3:29])[CH3:28])[CH:22]=[CH:23][CH:24]=3)[CH2:15][CH2:14]1)=[CH:39][CH:38]=[CH:37][CH:36]=2. Procedure: Prepared by Procedure E and Scheme M using N-(3-{1-[5-(2-bromophenyl)-5-oxopentyl]-4-piperidinyl}phenyl)-2-methylpropanamide and 1-methyl-1-phenylhydrazine: ESMS m/e: 572 (M+H)+. Yields the product BrC1=C(C=CC=C1)C=1N(C2=CC=CC=C2C1CCCN1CCC(CC1)C=1C=C(C=CC1)NC(C(C)C)=O)C (N-[3-(1-{3-[2-(2-BROMOPHENYL)-1-METHYL-1H-INDOL-3-YL)PROPYL}-4-PIPERIDINYL)PHENYL]-2-METHYLPROPANAMIDE). Reactants: BrC1=CC(=C(C(=C1)C)SC1=NC(=NC(=C1[N+](=O)[O-])C)Cl)C (4-(4-bromo-2,6-dimethylphenylthio)-2-chloro-6-methyl-5-nitropyrimidine), NC1=CC=C(C#N)C=C1 (4-aminobenzonitrile), N1=CC=CC=C1 (pyridine). Run in C1CCOC1 (THF), CO (methanol). Run at temperature 80 celsius. The product is BrC1=CC(=C(C(=C1)C)SC1=NC(=NC(=C1[N+](=O)[O-])C)NC1=CC=C(C#N)C=C1)C (4-(4-(4-bromo-2,6-dimethylphenylthio)-6-methyl-5-nitropyrimidin-2-ylamino)benzonitrile). As a reaction SMILES: [Br:1][C:2]1[CH:7]=[C:6]([CH3:8])[C:5]([S:9][C:10]2[C:15]([N+:16]([O-:18])=[O:17])=[C:14]([CH3:19])[N:13]=[C:12](Cl)[N:11]=2)=[C:4]([CH3:21])[CH:3]=1.[NH2:22][C:23]1[CH:30]=[CH:29][C:26]([C:27]#[N:28])=[CH:25][CH:24]=1.N1C=CC=CC=1>C1COCC1.CO>[Br:1][C:2]1[CH:7]=[C:6]([CH3:8])[C:5]([S:9][C:10]2[C:15]([N+:16]([O-:18])=[O:17])=[C:14]([CH3:19])[N:13]=[C:12]([NH:22][C:23]3[CH:30]=[CH:29][C:26]([C:27]#[N:28])=[CH:25][CH:24]=3)[N:11]=2)=[C:4]([CH3:21])[CH:3]=1. Procedure details: A mixture of 4-(4-bromo-2,6-dimethylphenylthio)-2-chloro-6-methyl-5-nitropyrimidine (59 mmol), 4-aminobenzonitrile (65 mmol) and pyridine (59 mmol) in THF (300 ml) is heated to 80° C. for 10 hours. The reaction mixture is dissolved in methanol, washed with brine and extracted with ethyl acetate. The organic layer is washed twice with brine, dried over MgSO4 and concentrated to dryness. The solid is washed with a mixture of hexane:ethyl acetate (80:20) before filtration. After filtration, the sol...